This data is from the Open Reaction Database (ORD), a public repository of structured organic reaction records. The task is: describe an organic reaction: reactants, conditions, products, and yield Starting materials: NC1=CC=C(C=C1)C=CC(=O)OCC (ethyl 3-(4-aminophenyl)acrylate). Reagents/catalysts: [Pd] (Pd on activated carbon). The solvent is C(C)O (ethanol). Conditions: time 18 hour. The product is NC1=CC=C(C=C1)CCC(=O)OCC (ethyl 3-(4-aminophenyl)propionate). The yield is 99.0%. Reaction SMILES: [NH2:1][C:2]1[CH:7]=[CH:6][C:5]([CH:8]=[CH:9][C:10]([O:12][CH2:13][CH3:14])=[O:11])=[CH:4][CH:3]=1>C(O)C.[Pd]>[NH2:1][C:2]1[CH:3]=[CH:4][C:5]([CH2:8][CH2:9][C:10]([O:12][CH2:13][CH3:14])=[O:11])=[CH:6][CH:7]=1. Procedure: A mixture of ethyl 3-(4-aminophenyl)acrylate (1.5 g) and 10% Pd on activated carbon (0.3 g) in ethanol (20 ml) was hydrogenated at 30 psi for 18 h and filtered over Celite. Removal of the volatiles in vacuo provided ethyl 3-(4-aminophenyl)propionate (1.5 g). Starting materials: CC1CCC(C(=O)O)CC1, C=CC=CC=C(C)c1cc(NC2CCN(Cc3ccc(OC)cc3)C(=O)C2)c(C(=O)OC)s1, CN(C)C=O, ClCCCl, O=C(Cl)C(=O)Cl. Product: C=CC=CC=C(C)c1cc(N(C(=O)C2CCC(C)CC2)C2CCN(Cc3ccc(OC)cc3)C(=O)C2)c(C(=O)OC)s1. As a reaction SMILES: [CH3:1][CH:2]1[CH2:3][CH2:4][CH:5]([C:8](=[O:9])[OH:10])[CH2:6][CH2:7]1.[CH3:21][O:22][C:23](=[O:24])[c:25]1[s:26][c:27]([C:47](=[CH:48][CH:49]=[CH:50][CH:51]=[CH2:52])[CH3:53])[cH:28][c:29]1[NH:30][CH:31]1[CH2:32][C:33](=[O:46])[N:34]([CH2:37][c:38]2[cH:39][cH:40][c:41]([O:44][CH3:45])[cH:42][cH:43]2)[CH2:35][CH2:36]1.[CH3:54][N:55]([CH3:56])[CH:57]=[O:58].[Cl:11][CH2:12][CH2:13][Cl:14].[Cl:15][C:16]([C:17]([Cl:18])=[O:19])=[O:20]>>[CH3:1][CH:2]1[CH2:3][CH2:4][CH:5]([C:8](=[O:10])[N:30]([c:29]2[c:25]([C:23]([O:22][CH3:21])=[O:24])[s:26][c:27]([C:47](=[CH:48][CH:49]=[CH:50][CH:51]=[CH2:52])[CH3:53])[cH:28]2)[CH:31]2[CH2:32][C:33](=[O:46])[N:34]([CH2:37][c:38]3[cH:39][cH:40][c:41]([O:44][CH3:45])[cH:42][cH:43]3)[CH2:35][CH2:36]2)[CH2:6][CH2:7]1. Reactants: O=C1CCC(=O)N1Br, O=C(OOC(=O)c1ccccc1)c1ccccc1, O=C([O-])O, ClC(Cl)(Cl)Cl, CCOC(C)=O, COC(=O)c1cccc(Cl)c1C, [Na+], O. Product: COC(=O)c1cccc(Cl)c1CBr. As a reaction SMILES: [Br:13][N:14]1[C:15](=[O:16])[CH2:17][CH2:18][C:19]1=[O:20].[C:21]([O:22][O:23][C:24](=[O:25])[c:26]1[cH:27][cH:28][cH:29][cH:30][cH:31]1)(=[O:32])[c:33]1[cH:34][cH:35][cH:36][cH:37][cH:38]1.[C:39](=[O:40])([OH:41])[O-:42].[C:51]([Cl:52])([Cl:53])([Cl:54])[Cl:55].[CH3:45][CH2:46][O:47][C:48](=[O:49])[CH3:50].[Cl:1][c:2]1[c:3]([CH3:12])[c:4]([C:5](=[O:6])[O:7][CH3:8])[cH:9][cH:10][cH:11]1.[Na+:43].[OH2:44]>>[Cl:1][c:2]1[c:3]([CH2:12][Br:13])[c:4]([C:5](=[O:6])[O:7][CH3:8])[cH:9][cH:10][cH:11]1.